Dataset: the Open Reaction Database (ORD), a public repository of structured organic reaction records. Task: describe an organic reaction: reactants, conditions, products, and yield Starting materials: COC(CC1=C(NC2=NC=CC=C21)C)=O ((2-methyl-1H-pyrrolo[2,3-b]pyridin-3-yl)-acetic acid methyl ester), CCN(CC)P1(=NC(C)(C)C)N(CCCN1C)C (BEMP), BrC(C)C1=CC=C(C=C1)S(=O)(=O)C (1-(1-bromo-ethyl)-4-methanesulfonyl-benzene), [I-].[Na+] (sodium iodide). Run in CN(C)C=O (DMF), C(C)(=O)OCC.CCOCC (ethyl acetate ether), O (water). Conditions: time 35 minute. Product: CS(=O)(=O)C1=CC=C(C=C1)C(C)N1C(=C(C=2C1=NC=CC2)CC(=O)O)C ({1-[1-(4-Methanesulfonyl-phenyl)-ethyl]-2-methyl-1H-pyrrolo[2,3-b]pyridin-3-yl}-acetic acid). As a reaction SMILES: C[O:2][C:3](=[O:15])[CH2:4][C:5]1[C:13]2[C:8](=[N:9][CH:10]=[CH:11][CH:12]=2)[NH:7][C:6]=1[CH3:14].CCN(P1(N(C)CCCN1C)=NC(C)(C)C)CC.Br[CH:35]([C:37]1[CH:42]=[CH:41][C:40]([S:43]([CH3:46])(=[O:45])=[O:44])=[CH:39][CH:38]=1)[CH3:36].[I-].[Na+]>CN(C=O)C.C(OCC)(=O)C.CCOCC.O>[CH3:46][S:43]([C:40]1[CH:41]=[CH:42][C:37]([CH:35]([N:7]2[C:8]3=[N:9][CH:10]=[CH:11][CH:12]=[C:13]3[C:5]([CH2:4][C:3]([OH:2])=[O:15])=[C:6]2[CH3:14])[CH3:36])=[CH:38][CH:39]=1)(=[O:44])=[O:45] |f:3.4,6.7|. Procedure: A solution of (2-methyl-1H-pyrrolo[2,3-b]pyridin-3-yl)-acetic acid methyl ester ((2.37 g, 11.12 mmol) in dry DMF (38 ml) at room temperature is treated with BEMP (4.39 ml, 15.19 mmol) dropwise. The reaction mixture is stirred at room temperature for 35 minutes and then 1-(1-bromo-ethyl)-4-methanesulfonyl-benzene (4.00 g, 15.18 mmol) and sodium iodide (12.29 g, 15.28 mmol) is added. After stirring at 60° C. for 1 hour, the reaction mixture is allowed to cool to room temperature and then diluted w... The reactants are C1(=CC=CC=C1)B(O)O (phenylboronic acid), ClC=1N=C(C(N(C1)C1=CC=NN1C1=CC=CC=C1)=O)OC (5-chloro-3-methoxy-1-(1-phenyl-1H-pyrazol-5-yl)pyrazin-2(1H)-one), C(C)(C)(C)P(C(C)(C)C)C(C)(C)C (tri-tert-butylphosphine), C([O-])([O-])=O.[Cs+].[Cs+] (cesium carbonate). Reagents/catalysts: C=1C=CC(=CC1)/C=C/C(=O)/C=C/C2=CC=CC=C2.C=1C=CC(=CC1)/C=C/C(=O)/C=C/C2=CC=CC=C2.C=1C=CC(=CC1)/C=C/C(=O)/C=C/C2=CC=CC=C2.[Pd].[Pd] (Pd2(dba)3). Solvent: O1CCOCC1 (1,4-dioxane). Yields the product COC=1C(N(C=C(N1)C1=CC=CC=C1)C1=CC=NN1C1=CC=CC=C1)=O (3-methoxy-5-phenyl-1-(1-phenyl-1H-pyrazol-5-yl)pyrazin-2(1H)-one). Isolated yield 6.5%. Reaction SMILES: Cl[C:2]1[N:3]=[C:4]([O:20][CH3:21])[C:5](=[O:19])[N:6]([C:8]2[N:12]([C:13]3[CH:18]=[CH:17][CH:16]=[CH:15][CH:14]=3)[N:11]=[CH:10][CH:9]=2)[CH:7]=1.C(P(C(C)(C)C)C(C)(C)C)(C)(C)C.C(=O)([O-])[O-].[Cs+].[Cs+].[C:41]1(B(O)O)[CH:46]=[CH:45][CH:44]=[CH:43][CH:42]=1>C1C=CC(/C=C/C(/C=C/C2C=CC=CC=2)=O)=CC=1.C1C=CC(/C=C/C(/C=C/C2C=CC=CC=2)=O)=CC=1.C1C=CC(/C=C/C(/C=C/C2C=CC=CC=2)=O)=CC=1.[Pd].[Pd].O1CCOCC1>[CH3:21][O:20][C:4]1[C:5](=[O:19])[N:6]([C:8]2[N:12]([C:13]3[CH:18]=[CH:17][CH:16]=[CH:15][CH:14]=3)[N:11]=[CH:10][CH:9]=2)[CH:7]=[C:2]([C:41]2[CH:46]=[CH:45][CH:44]=[CH:43][CH:42]=2)[N:3]=1 |f:2.3.4,6.7.8.9.10|. Procedure details: To a mixture of 5-chloro-3-methoxy-1-(1-phenyl-1H-pyrazol-5-yl)pyrazin-2(1H)-one (245 mg), tri-tert-butylphosphine (25.0 mg), Pd2(dba)3 (37.0 mg), cesium carbonate (791 mg) and 1,4-dioxane (10.0 ml) was added phenylboronic acid (120 mg) at room temperature. The reaction mixture was heated using a microwave reactor at 95° C. for 1.5 hr. The reaction mixture was concentrated, dichloromethane was added, and the mixture was washed with saturated brine. The extract was dried over anhydrous sodium sul... Reactants: C(C1=CC=CC=C1)OC([C@@H](NC(CC(CCCCCCCCCCCCCCC)OC(CNC(CNC(CCCCCCCCC)=O)=O)=O)=O)CC1=CC=CC=C1)=O (N-[3-(N-decanoylglycylglycyloxy)octadecanoyl]-L-phenylalanine benzyl ester). Solvent: O1CCCC1 (tetrahydrofuran), CO (methanol). The product is C(CCCCCCCCC)(=O)NCC(=O)NCC(=O)OC(CC(=O)N[C@@H](CC1=CC=CC=C1)C(=O)O)CCCCCCCCCCCCCCC (N-[3-(N-decanoylglycylglycyloxy)octadecanoyl]-L-phenylalanine). Isolated yield 101.3%. RXN SMILES: C([O:8][C:9](=[O:58])[C@H:10]([CH2:51][C:52]1[CH:57]=[CH:56][CH:55]=[CH:54][CH:53]=1)[NH:11][C:12](=[O:50])[CH2:13][CH:14]([O:30][C:31](=[O:49])[CH2:32][NH:33][C:34](=[O:48])[CH2:35][NH:36][C:37](=[O:47])[CH2:38][CH2:39][CH2:40][CH2:41][CH2:42][CH2:43][CH2:44][CH2:45][CH3:46])[CH2:15][CH2:16][CH2:17][CH2:18][CH2:19][CH2:20][CH2:21][CH2:22][CH2:23][CH2:24][CH2:25][CH2:26][CH2:27][CH2:28][CH3:29])C1C=CC=CC=1>O1CCCC1.CO>[C:37]([NH:36][CH2:35][C:34]([NH:33][CH2:32][C:31]([O:30][CH:14]([CH2:15][CH2:16][CH2:17][CH2:18][CH2:19][CH2:20][CH2:21][CH2:22][CH2:23][CH2:24][CH2:25][CH2:26][CH2:27][CH2:28][CH3:29])[CH2:13][C:12]([NH:11][C@H:10]([C:9]([OH:58])=[O:8])[CH2:51][C:52]1[CH:57]=[CH:56][CH:55]=[CH:54][CH:53]=1)=[O:50])=[O:49])=[O:48])(=[O:47])[CH2:38][CH2:39][CH2:40][CH2:41][CH2:42][CH2:43][CH2:44][CH2:45][CH3:46]. Procedure: 300 mg of the formed ester compound as above was dissolved in a mixture of 20 ml of tetrahydrofuran and 10 ml of methanol. By following the same procedure as in Example 23-(iv), 270 mg of N-[3-(N-decanoylglycylglycyloxy)octadecanoyl]-L-phenylalanine was obtained.